This data is from the Open Reaction Database (ORD), a public repository of structured organic reaction records. The task is: describe an organic reaction: reactants, conditions, products, and yield The reactants are Cn1cc(Br)c(-c2ccccc2F)n1, C1CCOC1, [Li]CCCC, CCOC(C)=O, CC(C)OB1OC(C)(C)C(C)(C)O1, [Cl-], [NH4+]. Product: Cn1cc(B2OC(C)(C)C(C)(C)O2)c(-c2ccccc2F)n1. As a reaction SMILES: [Br:1][c:2]1[c:3](-[c:8]2[c:9]([F:14])[cH:10][cH:11][cH:12][cH:13]2)[n:4][n:5]([CH3:7])[cH:6]1.[CH2:35]1[O:36][CH2:37][CH2:38][CH2:39]1.[CH3:15][CH2:16][CH2:17][CH2:18][Li:19].[CH3:40][CH2:41][O:42][C:43]([CH3:44])=[O:45].[CH:20]([O:21][B:24]1[O:25][C:26]([CH3:31])([CH3:32])[C:27]([CH3:29])([CH3:30])[O:28]1)([CH3:22])[CH3:23].[Cl-:33].[NH4+:34]>>[c:2]1([B:24]2[O:25][C:26]([CH3:31])([CH3:32])[C:27]([CH3:29])([CH3:30])[O:28]2)[c:3](-[c:8]2[c:9]([F:14])[cH:10][cH:11][cH:12][cH:13]2)[n:4][n:5]([CH3:7])[cH:6]1. Reactants: O=C([O-])[O-], CCI, CC(C)=O, [K+], [K+], COC(=O)c1ccc2c(=O)c3cc(O)ccc3oc2c1. The product is CCOc1ccc2oc3cc(C(=O)OC)ccc3c(=O)c2c1. Reaction SMILES: [C:24](=[O:25])([O-:26])[O-:27].[CH2:21]([CH3:22])[I:23].[CH3:30][C:31](=[O:32])[CH3:33].[K+:28].[K+:29].[OH:1][c:2]1[cH:3][cH:4][c:5]2[o:6][c:7]3[cH:8][c:9]([C:17](=[O:18])[O:19][CH3:20])[cH:10][cH:11][c:12]3[c:13](=[O:16])[c:14]2[cH:15]1>>[O:1]([c:2]1[cH:3][cH:4][c:5]2[o:6][c:7]3[cH:8][c:9]([C:17](=[O:18])[O:19][CH3:20])[cH:10][cH:11][c:12]3[c:13](=[O:16])[c:14]2[cH:15]1)[CH2:21][CH3:22]. Starting materials: ClC1=C(N)C=CC=C1 (2-chloroaniline), C(C1=CC=CC=C1)=O (benzaldehyde). Run in C(C)O (ethanol). Reaction conditions: temperature 90 celsius. Product: C1(=CC=CC=C1)C=NC1=C(C=CC=C1)Cl (1-phenylmethylideneamino-2-chlorobenzene). Yield: 81.0%. RXN SMILES: [Cl:1][C:2]1[CH:8]=[CH:7][CH:6]=[CH:5][C:3]=1[NH2:4].[CH:9](=O)[C:10]1[CH:15]=[CH:14][CH:13]=[CH:12][CH:11]=1>C(O)C>[C:10]1([CH:9]=[N:4][C:3]2[CH:5]=[CH:6][CH:7]=[CH:8][C:2]=2[Cl:1])[CH:15]=[CH:14][CH:13]=[CH:12][CH:11]=1. Procedure details: 98% 2-chloroaniline (781 g; 6 mol) and 98% benzaldehyde (659.6 g; 6 mol) were dissolved in ethanol (832 g), and the solution was boiled under reflux for 8 h (heating apparatus adjusted to 90° C.). Subsequently, the reaction solution was concentrated on a rotary evaporator at 85° C. and 20 mbar and then fractionally distilled through a distillation apparatus. The main fraction distilled over at 142° C. and 1.3 mbar. 1048 g of the product were obtained in 99% purity.